Dataset: the Open Reaction Database (ORD), a public repository of structured organic reaction records. Task: describe an organic reaction: reactants, conditions, products, and yield Starting materials: [Br-], BrCCc1ccccc1, CN(C)C=O, Cl, [H-], O=C(Nc1ccccc1)c1cc2cc([N+](=O)[O-])ccc2[nH]1, [Na+], [Na+], [OH-]. The product is O=C(Nc1ccccc1)c1cc2cc([N+](=O)[O-])ccc2n1CCc1ccccc1. As a reaction SMILES: [Br-:35].[Br:24][CH2:25][CH2:26][c:27]1[cH:28][cH:29][cH:30][cH:31][cH:32]1.[CH3:37][N:38]([CH3:39])[CH:40]=[O:41].[ClH:36].[H-:33].[N+:1](=[O:2])([O-:3])[c:4]1[cH:5][c:6]2[cH:7][c:8]([C:13](=[O:14])[NH:15][c:16]3[cH:17][cH:18][cH:19][cH:20][cH:21]3)[nH:9][c:10]2[cH:11][cH:12]1.[Na+:23].[Na+:34].[OH-:22]>>[N+:1](=[O:2])([O-:3])[c:4]1[cH:5][c:6]2[cH:7][c:8]([C:13](=[O:14])[NH:15][c:16]3[cH:17][cH:18][cH:19][cH:20][cH:21]3)[n:9]([CH2:25][CH2:26][c:27]3[cH:28][cH:29][cH:30][cH:31][cH:32]3)[c:10]2[cH:11][cH:12]1. Reactants: C(C1=CC=CC=C1)OC1=CC=C(C=C1)O (4-benzyloxyphenol), C([O-])([O-])=O.[Cs+].[Cs+] (cesium carbonate), BrC(C(=O)OC)CC (methyl 2-bromobutanoate). The solvent is CC#N (CH3CN). The product is C(C1=CC=CC=C1)OC1=CC=C(OC(C(=O)OC)CC)C=C1 (Methyl 2-(4-(benzyloxy)phenoxy)butanoate). Isolated yield 91.0%. As a reaction SMILES: [CH2:1]([O:8][C:9]1[CH:14]=[CH:13][C:12]([OH:15])=[CH:11][CH:10]=1)[C:2]1[CH:7]=[CH:6][CH:5]=[CH:4][CH:3]=1.C(=O)([O-])[O-].[Cs+].[Cs+].Br[CH:23]([CH2:28][CH3:29])[C:24]([O:26][CH3:27])=[O:25]>CC#N>[CH2:1]([O:8][C:9]1[CH:10]=[CH:11][C:12]([O:15][CH:23]([CH2:28][CH3:29])[C:24]([O:26][CH3:27])=[O:25])=[CH:13][CH:14]=1)[C:2]1[CH:3]=[CH:4][CH:5]=[CH:6][CH:7]=1 |f:1.2.3|. Reported procedure: A mixture of 4-benzyloxyphenol (30 g, 0.15 mol), cesium carbonate (58.6 g, 0.18 mol) and methyl 2-bromobutanoate (40.7 g, 0.22 mol) in CH3CN (350 mL) was kept at reflux for 20 hr. After cooling, the mixture was filtered and concentrated under reduced pressure and chromatographed over silica gel using AcOEt/hexanes to give the title compound 41.0 g (91%).